This data is from the Open Reaction Database (ORD), a public repository of structured organic reaction records. The task is: describe an organic reaction: reactants, conditions, products, and yield The reactants are CN1CCOCC1 (N-methylmorpholine), Cl.COC([C@@H](N)CC1=CC=CC=C1)=O (phenylalanine methyl ester hydrochloride), ClC(=O)OC1=CC=C(C=C1)[N+](=O)[O-] (p-nitrophenyl chloroformate). The solvent is C(Cl)Cl (methylene chloride). Reaction conditions: temperature -30 celsius, time 15 minute. Yields the product [N+](=O)([O-])C1=CC=C(OC(=O)N[C@@H](CC2=CC=CC=C2)C(=O)OC)C=C1 (N-[(4-Nitrophenoxy)carbonyl]-L-phenylalanine, methyl ester). The yield is 35.4%. RXN SMILES: Cl.[CH3:2][O:3][C:4](=[O:14])[C@H:5]([CH2:7][C:8]1[CH:13]=[CH:12][CH:11]=[CH:10][CH:9]=1)[NH2:6].CN1CCOCC1.Cl[C:23]([O:25][C:26]1[CH:31]=[CH:30][C:29]([N+:32]([O-:34])=[O:33])=[CH:28][CH:27]=1)=[O:24]>C(Cl)Cl>[N+:32]([C:29]1[CH:30]=[CH:31][C:26]([O:25][C:23]([NH:6][C@H:5]([C:4]([O:3][CH3:2])=[O:14])[CH2:7][C:8]2[CH:13]=[CH:12][CH:11]=[CH:10][CH:9]=2)=[O:24])=[CH:27][CH:28]=1)([O-:34])=[O:33] |f:0.1|. Procedure details: To a suspension of phenylalanine methyl ester hydrochloride (2.15 g, 10.0 mmols) in methylene chloride (40 mL) at -30° C. was added N-methylmorpholine (2.2 mL, 20 mmols) followed by p-nitrophenyl chloroformate (2.01 g, 10 mmols). The resulting mixture was stirred at -30° C. for 15 minutes, then for 15 minutes at 25° C., after which it was washed sequentially with 1N hydrochloric acid and saturated aqueous sodium bicarbonate solution, dried, and concentrated. The residue (2.96 g) was crystallized... Starting materials: O.O.O.C(C)(=O)[O-].C(C)(=O)[O-].[Pb+2] (lead diacetate-trihydrate), C[C@H](CO)[C@H]1CC[C@H]2[C@@H]3CC=C4C[C@H](C[C@@H]([C@]4(C)[C@H]3CC[C@]12C)O)O ((20S)-20-methylpregn-5-ene-1α,3β,21-triol), O (water). The solvent is CN(C=O)C (dimethylformamide), C(C)(=O)OC(C)=O (acetic anhydride). Run at time 24 hour. Yields the product C(C)(=O)O[C@@H]1CC2=CC[C@H]3[C@@H]4CC[C@H]([C@@H](COC(C)=O)C)[C@]4(CC[C@@H]3[C@]2([C@H](C1)O)C)C ((20S)-3β,21-diacetyloxy-20-methylpregn-5-en-1α-ol). Yield: 41.7%. As a reaction SMILES: O.O.O.[C:4]([O-:7])(=[O:6])[CH3:5].[C:8]([O-:11])(=[O:10])[CH3:9].[Pb+2].[CH3:13][C@@H:14]([C@@H:17]1[C@:34]2([CH3:35])[C@H:20]([C@H:21]3[C@H:31]([CH2:32][CH2:33]2)[C@:29]2([CH3:30])[C:24]([CH2:25][C@@H:26](O)[CH2:27][C@@H:28]2[OH:36])=[CH:23][CH2:22]3)[CH2:19][CH2:18]1)[CH2:15]O.O>CN(C)C=O.C(OC(=O)C)(=O)C>[C:4]([O:7][C@H:26]1[CH2:27][C@H:28]([OH:36])[C@@:29]2([CH3:30])[C:24](=[CH:23][CH2:22][C@@H:21]3[C@@H:31]2[CH2:32][CH2:33][C@@:34]2([CH3:35])[C@H:20]3[CH2:19][CH2:18][C@@H:17]2[C@H:14]([CH3:15])[CH2:13][O:10][C:8](=[O:11])[CH3:9])[CH2:25]1)(=[O:6])[CH3:5] |f:0.1.2.3.4.5|. Procedure: To a solution of 2.4 g of lead diacetate-trihydrate in 180 ml of dimethylformamide and 24 ml of acetic anhydride was added 4.6 g of (20S)-20-methylpregn-5-ene-1α,3β,21-triol. After standing at room temperature for 24 hr., the mixture was poured onto 1 kg of a 3:1 water--ice mixture and then extracted with ether. The ether extract was washed with water, dried (Na2SO4) and evaporated by means of a water aspirator. The residue was chromatographed on 100 g of silica gel. Elution with 1:1 hexane--eth... Reactants: [B+3], CC1CCCN(c2c(Br)cc3c4c(cccc24)C(=O)N(OCc2ccccc2)C3=O)C1, CO, O=C([O-])C(F)(F)F, O=C([O-])C(F)(F)F, O=C([O-])C(F)(F)F, O=C(O)C(F)(F)F, O. The product is CC1CCCN(c2c(Br)cc3c4c(cccc24)C(=O)N(O)C3=O)C1. RXN SMILES: [B+3:53].[CH2:1]([c:2]1[cH:3][cH:4][cH:5][cH:6][cH:7]1)[O:8][N:9]1[C:10](=[O:31])[c:11]2[cH:12][cH:13][cH:14][c:15]3[c:16]2[c:17]([cH:20][c:21]([Br:30])[c:22]3[N:23]2[CH2:24][CH:25]([CH3:29])[CH2:26][CH2:27][CH2:28]2)[C:18]1=[O:19].[CH3:54][OH:55].[F:32][C:33]([F:34])([F:35])[C:36]([O-:37])=[O:38].[F:39][C:40]([F:41])([F:42])[C:43]([O-:44])=[O:45].[F:46][C:47]([F:48])([F:49])[C:50]([O-:51])=[O:52].[F:57][C:58]([F:59])([F:60])[C:61]([OH:62])=[O:63].[OH2:56]>>[OH:8][N:9]1[C:10](=[O:31])[c:11]2[cH:12][cH:13][cH:14][c:15]3[c:16]2[c:17]([cH:20][c:21]([Br:30])[c:22]3[N:23]2[CH2:24][CH:25]([CH3:29])[CH2:26][CH2:27][CH2:28]2)[C:18]1=[O:19].